From a dataset of the Open Reaction Database (ORD), a public repository of structured organic reaction records. describe an organic reaction: reactants, conditions, products, and yield Starting materials: CN(C)C=NS(=O)(=O)C1=C(C=CC=C1)S(=O)(=O)C1=CC=C(C=C1)C (N-dimethylaminomethylene-2-(toluene-4-sulfonyl)benzenesulfonamide), C1CC(=O)N(C1=O)Br (NBS). Reagents/catalysts: C(C1=CC=CC=C1)(=O)OOC(C1=CC=CC=C1)=O (benzoyl peroxide). Solvent: C1(=CC=CC=C1)C (toluene), ClC1=CC=CC=C1 (chlorobenzene). Yields the product BrCC1=CC=C(C=C1)S(=O)(=O)C1=C(C=CC=C1)S(=O)(=O)N=CN(C)C (2-(4-Bromomethylbenzenesulfonyl)-N-dimethylaminomethylenebenzenesulfonamide). The yield is 87.8%. Reaction SMILES: [CH3:1][N:2]([CH:4]=[N:5][S:6]([C:9]1[CH:14]=[CH:13][CH:12]=[CH:11][C:10]=1[S:15]([C:18]1[CH:23]=[CH:22][C:21]([CH3:24])=[CH:20][CH:19]=1)(=[O:17])=[O:16])(=[O:8])=[O:7])[CH3:3].C1C(=O)N([Br:32])C(=O)C1>ClC1C=CC=CC=1.C1(C)C=CC=CC=1.C(OOC(=O)C1C=CC=CC=1)(=O)C1C=CC=CC=1>[Br:32][CH2:24][C:21]1[CH:20]=[CH:19][C:18]([S:15]([C:10]2[CH:11]=[CH:12][CH:13]=[CH:14][C:9]=2[S:6]([N:5]=[CH:4][N:2]([CH3:1])[CH3:3])(=[O:7])=[O:8])(=[O:16])=[O:17])=[CH:23][CH:22]=1. Procedure: 1.5 g of N-dimethylaminomethylene-2-(toluene-4-sulfonyl)benzenesulfonamide, 0.74 g of NBS and 20 mg of benzoyl peroxide are refluxed for 2 h in 15 ml of chlorobenzene. The reaction mixture is allowed to cool and is diluted with 100 ml of toluene, and washed once each with 20 ml of a saturated aqueous Na2SO3 solution and twice with 50 ml of a saturated aqueous Na2CO3 solution. It is dried over MgSO4 and the solvent is removed in vacuo. 1.6 g of an amorphous solid are obtained, which is further re...